From a dataset of the Open Reaction Database (ORD), a public repository of structured organic reaction records. describe an organic reaction: reactants, conditions, products, and yield Starting materials: COCCO, FC(F)(F)c1ccc2[nH]c(Cl)nc2c1, Oc1cccc2c1CC(O)CC2. Yields the product OC1CCc2cccc(Oc3nc4cc(C(F)(F)F)ccc4[nH]3)c2C1. Reaction SMILES: [CH3:27][O:28][CH2:29][CH2:30][OH:31].[Cl:1][c:2]1[n:3][c:4]2[c:5]([nH:6]1)[cH:7][cH:8][c:9]([C:11]([F:12])([F:13])[F:14])[cH:10]2.[c:15]1([OH:26])[cH:16][cH:17][cH:18][c:19]2[c:24]1[CH2:23][CH:22]([OH:25])[CH2:21][CH2:20]2>>[c:2]1([O:26][c:15]2[cH:16][cH:17][cH:18][c:19]3[c:24]2[CH2:23][CH:22]([OH:25])[CH2:21][CH2:20]3)[n:3][c:4]2[c:5]([nH:6]1)[cH:7][cH:8][c:9]([C:11]([F:12])([F:13])[F:14])[cH:10]2.